This data is from the Open Reaction Database (ORD), a public repository of structured organic reaction records. The task is: describe an organic reaction: reactants, conditions, products, and yield Starting materials: BrC1=CC=C2CC(C(C2=C1)=O)CCCCCCCC (6-bromo-2-octyl-1-indanone), C(#N)[Cu] (CuCN), CN(C=O)C (dimethylformamide), C(CN)N (ethylenediamine). Run in O (water). Reaction conditions: temperature 160 celsius, time 6 hour. Yields the product C(#N)C1=CC=C2CC(C(C2=C1)=O)CCCCCCCC (6-cyano-2-octyl-1-indanone). Isolated yield 55.7%. As a reaction SMILES: Br[C:2]1[CH:10]=[C:9]2[C:5]([CH2:6][CH:7]([CH2:12][CH2:13][CH2:14][CH2:15][CH2:16][CH2:17][CH2:18][CH3:19])[C:8]2=[O:11])=[CH:4][CH:3]=1.[C:20]([Cu])#[N:21].CN(C)C=O.C(N)CN>O>[C:20]([C:2]1[CH:10]=[C:9]2[C:5]([CH2:6][CH:7]([CH2:12][CH2:13][CH2:14][CH2:15][CH2:16][CH2:17][CH2:18][CH3:19])[C:8]2=[O:11])=[CH:4][CH:3]=1)#[N:21]. Procedure: Subsequently, 150 g (4.7×10-1M) of 6-bromo-2-octyl-1-indanone, 62.3 g (7.0×10-1M) of CuCN and 800 ml of dimethylformamide (DMF) were placed in a 2 liter-reaction vessel, followed by stirring for 6 hours at 160° C. After the reaction, the reaction mixture was cooled and poured into 3 liter of water and 100 ml of ethylenediamine was added, followed by extraction with ethyl acetate. The organic layer was washed with water, followed by drying with anhydrous magnesium sulfate and distilling-off of th... The reactants are C(C)OC(=O)C1NC2=CC(=C(C=C2C1)OC)OC (5,6-dimethoxyindoline-2-carboxylic acid ethyl ester), C([O-])([O-])=O.[K+].[K+] (potassium carbonate), C(C)(=O)SCCC(=O)Cl (3-acetylthiopropanoyl chloride). Run in C(Cl)Cl (methylene chloride), C(Cl)Cl (methylene chloride). Conditions: time 2 hour. Product: C(C)OC(=O)C1N(C2=CC(=C(C=C2C1)OC)OC)C(CCSC(C)=O)=O (1-(3-acetylthiopropanoyl)-5,6-dimethoxyindoline-2-carboxylic acid ethyl ester). As a reaction SMILES: [C:1]([S:4][CH2:5][CH2:6][C:7](Cl)=[O:8])(=[O:3])[CH3:2].[CH2:10]([O:12][C:13]([CH:15]1[CH2:23][C:22]2[C:17](=[CH:18][C:19]([O:26][CH3:27])=[C:20]([O:24][CH3:25])[CH:21]=2)[NH:16]1)=[O:14])[CH3:11].C(=O)([O-])[O-].[K+].[K+]>C(Cl)Cl>[CH2:10]([O:12][C:13]([CH:15]1[CH2:23][C:22]2[C:17](=[CH:18][C:19]([O:26][CH3:27])=[C:20]([O:24][CH3:25])[CH:21]=2)[N:16]1[C:7](=[O:8])[CH2:6][CH2:5][S:4][C:1](=[O:3])[CH3:2])=[O:14])[CH3:11] |f:2.3.4|. Procedure details: The solution of 3.6 g of 3-acetylthiopropanoyl chloride in 10 ml of methylene chloride is added dropwise while stirring under nitrogen to the suspension of 5.4 g of 5,6-dimethoxyindoline-2-carboxylic acid ethyl ester and 5.96 g of powdered potassium carbonate in 40 ml of methylene chloride. The mixture is stirred for 2 hours at room temperature, filtered and the filtrate washed successively with saturated aqueous sodium bicarbonate, water, 0.5N hydrochloric acid and water. The organic solution i... Reactants: FC=1C=C(N)C=CC1N1C=CC=C1 (3-fluoro-4-(1H-pyrrol-1-yl)aniline), C[Al](C)C (trimethylaluminum), N(C(=O)C)\C(=C/C(=O)OC)\C (methyl 3-acetaminocrotonate). The solvent is C(Cl)Cl (CH2Cl2), C(Cl)Cl (CH2Cl2). Conditions: time 0.5 hour. Yields the product FC=1C=C(C=CC1N1C=CC=C1)N1C(=NC(=CC1=O)C)C (3-(3-fluoro-4-(1H-pyrrol-1-yl)phenyl)-2,6-dimethylpyrimidin-4(3H)-one). Isolated yield 34.9%. Reaction SMILES: [F:1][C:2]1[CH:3]=[C:4]([CH:6]=[CH:7][C:8]=1[N:9]1[CH:13]=[CH:12][CH:11]=[CH:10]1)[NH2:5].C[Al](C)C.[NH:18](/[C:22](/[CH3:28])=[CH:23]\[C:24](OC)=[O:25])[C:19]([CH3:21])=O>C(Cl)Cl>[F:1][C:2]1[CH:3]=[C:4]([N:5]2[C:24](=[O:25])[CH:23]=[C:22]([CH3:28])[N:18]=[C:19]2[CH3:21])[CH:6]=[CH:7][C:8]=1[N:9]1[CH:13]=[CH:12][CH:11]=[CH:10]1. Procedure: To a solution of 3-fluoro-4-(1H-pyrrol-1-yl)aniline (0.80 g, 4.55 mmol) in CH2Cl2 (30 mL) was added trimethylaluminum (23 mL, 23 mmol, 1 M in heptane) slowly. The reaction mixture was stirred at rt for 0.5 h, followed by the addition of a solution of methyl 3-acetaminocrotonate (785 mg, 5.0 mmol) in CH2Cl2 (10 mL). The reaction mixture was stirred at rt for 3 days, then quenched with saturated NH4Cl aqueous solution and extracted with CH2Cl2 (100 mL×3). The combined organic phases were dried ove... Reactants: CO (methanol), N1C=NC(=C1)C=O (imidazole-4-carboxaldehyde), C(CCCCCCCCC)N (decylamine). Reagents/catalysts: Cl (hydrochloric acid), [Pd] (Pd/C). Run in C(C)(=O)OCC (ethyl acetate). Run at time 8 hour. Yields the product C(CCCCCCCCC)NCC=1N=CNC1 (Decyl-(1H-imidazol-4-ylmethyl)-amine). RXN SMILES: CO.[NH:3]1[CH:7]=[C:6]([CH:8]=O)[N:5]=[CH:4]1.[CH2:10]([NH2:20])[CH2:11][CH2:12][CH2:13][CH2:14][CH2:15][CH2:16][CH2:17][CH2:18][CH3:19]>Cl.[Pd].C(OCC)(=O)C>[CH2:10]([NH:20][CH2:8][C:6]1[N:5]=[CH:4][NH:3][CH:7]=1)[CH2:11][CH2:12][CH2:13][CH2:14][CH2:15][CH2:16][CH2:17][CH2:18][CH3:19]. Procedure details: A 500 mL flask under a nitrogen atmosphere was charged with anhydrous methanol (150 mL), imidazole-4-carboxaldehyde (45.82 grams, 476 mmol) and decylamine (74.99 grams, 476 mmol) with stirring. Several drops of concentrated hydrochloric acid were added to the mixture and the mixture was allowed to reflux overnight under nitrogen. The mixture was taken up into ethyl acetate, washed with water and brine, dried with sodium sulfate, and evaporated to dryness. The crude product was dissolved in a 4:1... The reactants are COC(CC1=CC2=CC=C(C=C2C(=C1C)C1CCN(CC1)C(C1=C(C=CC(=C1)F)F)=O)F)=O ({4-[1-(2,5-difluoro-benzoyl)-piperidin-4-yl]-6-fluoro-3-methyl-naphthalen-2-yl}-acetic acid methyl ester), O.[OH-].[Li+] (lithium hydroxide monohydrate). The solvent is C1CCOC1 (THF), O (water). Conditions: time 8 hour. The product is FC1=C(C(=O)N2CCC(CC2)C2=C(C(=CC3=CC=C(C=C23)F)CC(=O)O)C)C=C(C=C1)F ({4-[1-(2,5-difluoro-benzoyl)-piperidin-4-yl]-6-fluoro-3-methyl-naphthalen-2-yl}-acetic acid). Yield: 81.4%. As a reaction SMILES: C[O:2][C:3](=[O:33])[CH2:4][C:5]1[C:14]([CH3:15])=[C:13]([CH:16]2[CH2:21][CH2:20][N:19]([C:22](=[O:31])[C:23]3[CH:28]=[C:27]([F:29])[CH:26]=[CH:25][C:24]=3[F:30])[CH2:18][CH2:17]2)[C:12]2[C:7](=[CH:8][CH:9]=[C:10]([F:32])[CH:11]=2)[CH:6]=1.O.[OH-].[Li+]>C1COCC1.O>[F:30][C:24]1[CH:25]=[CH:26][C:27]([F:29])=[CH:28][C:23]=1[C:22]([N:19]1[CH2:20][CH2:21][CH:16]([C:13]2[C:12]3[C:7](=[CH:8][CH:9]=[C:10]([F:32])[CH:11]=3)[CH:6]=[C:5]([CH2:4][C:3]([OH:33])=[O:2])[C:14]=2[CH3:15])[CH2:17][CH2:18]1)=[O:31] |f:1.2.3|. Procedure: To a solution of {4-[1-(2,5-difluoro-benzoyl)-piperidin-4-yl]-6-fluoro-3-methyl-naphthalen-2-yl}-acetic acid methyl ester (73 mg, 0.160 mmol) in THF (8.0 mL) was added a solution of lithium hydroxide monohydrate (76.6 mg, 1.8 mmol) in water (2 mL). The reaction mixture was stirred at room temperature overnight. After this time, the reaction mixture was concentrated. Water (˜20 mL) was added and the mixture was acidified with 1.0 N aqueous HCl (3.2 mL). The resulting white precipitate was collect... Reactants: N1(CCNCCC1)C=O (1,4-diazepane-1-carbaldehyde), C=O (paraformaldehyde), FC(C=1C=C(C=CC1)C#C)(F)F (3-trifluoromethylphenylacetylene). The reagents and catalysts are C(C)(=O)[O-].C(C)(=O)[O-].[Cu+2] (copper diacetate). The solvent is O1CCOCC1 (dioxane), O1CCOCC1 (dioxane), C(C)(=O)OCC (ethyl acetate). Conditions: temperature 80 celsius. The product is FC(C=1C=C(C=CC1)C#CCN1CCN(CCC1)C=O)(F)F (4-{3-[3-(trifluoromethyl)phenyl]prop-2-yn-1-yl}-1,4-diazepane-1-carbaldehyde). The yield is 86.0%. RXN SMILES: [N:1]1([CH:8]=[O:9])[CH2:7][CH2:6][CH2:5][NH:4][CH2:3][CH2:2]1.[CH2:10]=O.[F:12][C:13]([F:23])([F:22])[C:14]1[CH:15]=[C:16]([C:20]#[CH:21])[CH:17]=[CH:18][CH:19]=1>O1CCOCC1.C(OCC)(=O)C.C([O-])(=O)C.C([O-])(=O)C.[Cu+2]>[F:12][C:13]([F:22])([F:23])[C:14]1[CH:15]=[C:16]([C:20]#[C:21][CH2:10][N:4]2[CH2:5][CH2:6][CH2:7][N:1]([CH:8]=[O:9])[CH2:2][CH2:3]2)[CH:17]=[CH:18][CH:19]=1 |f:5.6.7|. Reported procedure: A mixture of 1.28 g (10 mmol) of 1,4-diazepane-1-carbaldehyde and 0.33 g (11 mmol) of paraformaldehyde in 13 ml of dioxane is heated at 80° C. until a homogeneous solution is obtained. 1.70 g (10 mmol) of 3-trifluoromethylphenylacetylene in solution in 7 ml of dioxane and 1.81 g (10 mmol) of copper diacetate are added. The mixture is heated at 80° C. for 4 hours. It is cooled to ambient temperature and diluted with 75 ml of ethyl acetate. The organic phase is washed with 25 ml of 30% ammonia sol... Reactants: C[Si](C)(C)[N-][Si](C)(C)C.[Li+] (lithium bis(trimethylsilyl)amide), C[Si](C)(C)CC(=O)OCC (ethyl trimethylsilylacetate), C(C1=CC=CC=C1)OC1=CC=C(C=C1)C(=O)C=1N(N=NC1)C ((4-(Benzyloxy)phenyl)(3-methyl-3H-1,2,3-triazol-4-yl)methanone). Solvent: C1CCOC1 (THF). Run at temperature -78 celsius, time 20 minute. The product is C(C1=CC=CC=C1)OC1=CC=C(C=C1)C(=CC(=O)OCC)C=1N(N=NC1)C (Ethyl 3-(4-(benzyloxy)phenyl)-3-(3-methyl-3H-1,2,3-triazol-4-yl)acrylate). The yield is 95.2%. Reaction SMILES: C[Si]([N-][Si](C)(C)C)(C)C.[Li+].C[Si]([CH2:15][C:16]([O:18][CH2:19][CH3:20])=[O:17])(C)C.[CH2:21]([O:28][C:29]1[CH:34]=[CH:33][C:32]([C:35]([C:37]2[N:38]([CH3:42])[N:39]=[N:40][CH:41]=2)=O)=[CH:31][CH:30]=1)[C:22]1[CH:27]=[CH:26][CH:25]=[CH:24][CH:23]=1>C1COCC1>[CH2:21]([O:28][C:29]1[CH:34]=[CH:33][C:32]([C:35]([C:37]2[N:38]([CH3:42])[N:39]=[N:40][CH:41]=2)=[CH:15][C:16]([O:18][CH2:19][CH3:20])=[O:17])=[CH:31][CH:30]=1)[C:22]1[CH:23]=[CH:24][CH:25]=[CH:26][CH:27]=1 |f:0.1|. Procedure details: To a solution of lithium bis(trimethylsilyl)amide (22 mmol, 1 M in THF) was added ethyl trimethylsilylacetate (31.5 mmol) dropwise at −78° C. After 20 minutes at −78° C., a solution of 73.3 (14.7 mmol) in THF (50 mL) was added dropwise, and the reaction was maintained at −78° C. for 4 hours. The reaction was quenched with saturated NH4Cl (aq) and warmed to room temperature. The mixture was extracted with EtOAc (500 mL), dried over anhydrous sodium sulfate, filtered, and concentrated with silica ... The reactants are CN(C)C=O, CCOC(C)=O, CCOCC, CCCCCC, O=C=NC(=O)Cc1ccc(F)cc1, Nc1ccc(Oc2ccnc(NC(=O)N3CCC(CN4CCC4)CC3)c2)cc1. Product: O=C(Cc1ccc(F)cc1)NC(=O)Nc1ccc(Oc2ccnc(NC(=O)N3CCC(CN4CCC4)CC3)c2)cc1. Reaction SMILES: [CH3:42][N:43]([CH3:44])[CH:45]=[O:46].[CH3:47][CH2:48][O:49][C:50](=[O:51])[CH3:52].[CH3:53][CH2:54][O:55][CH2:56][CH3:57].[CH3:58][CH2:59][CH2:60][CH2:61][CH2:62][CH3:63].[F:29][c:30]1[cH:31][cH:32][c:33]([CH2:36][C:37](=[O:38])[N:39]=[C:40]=[O:41])[cH:34][cH:35]1.[NH2:1][c:2]1[cH:3][cH:4][c:5]([O:6][c:7]2[cH:8][c:9]([NH:13][C:14](=[O:15])[N:16]3[CH2:17][CH2:18][CH:19]([CH2:22][N:23]4[CH2:24][CH2:25][CH2:26]4)[CH2:20][CH2:21]3)[n:10][cH:11][cH:12]2)[cH:27][cH:28]1>>[NH:1]([c:2]1[cH:3][cH:4][c:5]([O:6][c:7]2[cH:8][c:9]([NH:13][C:14](=[O:15])[N:16]3[CH2:17][CH2:18][CH:19]([CH2:22][N:23]4[CH2:24][CH2:25][CH2:26]4)[CH2:20][CH2:21]3)[n:10][cH:11][cH:12]2)[cH:27][cH:28]1)[C:40]([NH:39][C:37]([CH2:36][c:33]1[cH:32][cH:31][c:30]([F:29])[cH:35][cH:34]1)=[O:38])=[O:41]. Reactants: COC=1C=C(N)C=C(C1OC)[N+](=O)[O-] (3,4-dimethoxy-5-nitroaniline), N(=O)[O-].[Na+] (sodium nitrite), diazonium salt, N1=CC=CC=C1 (pyridine). The solvent is Cl (hydrochloric acid), O (water), O (water). Conditions: time 15 minute. Product: COC=1C=C(C=C(C1OC)[N+](=O)[O-])C1=NC=CC=C1 (2-(3,4-dimethoxy-5-nitrophenyl)pyridine). Reaction SMILES: [CH3:1][O:2][C:3]1[CH:4]=[C:5]([CH:7]=[C:8]([N+:12]([O-:14])=[O:13])[C:9]=1[O:10][CH3:11])N.N([O-])=O.[Na+].[N:19]1[CH:24]=[CH:23][CH:22]=[CH:21][CH:20]=1>Cl.O>[CH3:1][O:2][C:3]1[CH:4]=[C:5]([C:20]2[CH:21]=[CH:22][CH:23]=[CH:24][N:19]=2)[CH:7]=[C:8]([N+:12]([O-:14])=[O:13])[C:9]=1[O:10][CH3:11] |f:1.2|. Reported procedure: 10 g of finely powdered 3,4-dimethoxy-5-nitroaniline are suspended in 15 ml of 12N hydrochloric acid and 40 ml of water, whereupon the suspension is stirring at 30° for 1 hour. Thereupon, 3.8 g of sodium nitrite dissolved in 20 ml of water are added dropwise thereto at -5° within 15 minutes. The solution is stirred at -5° for 30 minutes and the cold diazonium salt solution is added dropwise within 45 minutes to 100 ml of pyridine of 40°. The mixture is subsequently stirred at 70° for 1 hour. The... Starting materials: NC1=NC=C(N=C1)C(F)(F)F (2-amino-5-(trifluoromethyl)pyrazine), BrCC(C(=O)OCC)=O (ethyl bromopyruvate), O (water). The solvent is COCCOC (1,2-dimethoxyethane). Reaction conditions: temperature 60 celsius, time 10 minute. Product: C(C)OC(=O)C=1N=C2N(C=C(N=C2)C(F)(F)F)C1 (6-(trifluoromethyl)imidazo[1,2-a]pyrazine-2-carboxylic acid ethyl ester). As a reaction SMILES: [NH2:1][C:2]1[CH:7]=[N:6][C:5]([C:8]([F:11])([F:10])[F:9])=[CH:4][N:3]=1.Br[CH2:13][C:14](=O)[C:15]([O:17][CH2:18][CH3:19])=[O:16].O>COCCOC>[CH2:18]([O:17][C:15]([C:14]1[N:1]=[C:2]2[CH:7]=[N:6][C:5]([C:8]([F:11])([F:9])[F:10])=[CH:4][N:3]2[CH:13]=1)=[O:16])[CH3:19]. Reported procedure: To a solution of 2-amino-5-(trifluoromethyl)pyrazine (500 mg, 3.07 mmol) in 1,2-dimethoxyethane (10 mL) was added dropwise ethyl bromopyruvate (0.5 mL, 4.0 mmol). The reaction mixture was warmed to 60° C. for 72 hours. The reaction mixture was then cooled to room temperature, and water was added (10 mL) to precipitate a solid. The suspension was stirred for 10 minutes, filtered, and the isolated solid was washed with water to afford the desired ester which was used in the next step without furth...